This data is from the Open Reaction Database (ORD), a public repository of structured organic reaction records. The task is: describe an organic reaction: reactants, conditions, products, and yield Reactants: OCCN1N=CC(=C1N)C(=O)OCC (1-(2-hydroxyethyl)-4-ethoxycarbonyl-5-aminopyrazole), ice water, CS(=O)(=O)Cl (methanesulfonyl chloride). The solvent is C(Cl)Cl (methylene chloride), C(C)N(CC)CC (triethylamine). Conditions: time 1 hour. Product: CS(=O)(=O)OCCN1N=CC(=C1N)C(=O)OCC (1-(2-methylsulfonyloxyethyl)-4-ethoxycarbonyl-5-aminopyrazole). RXN SMILES: [OH:1][CH2:2][CH2:3][N:4]1[C:8]([NH2:9])=[C:7]([C:10]([O:12][CH2:13][CH3:14])=[O:11])[CH:6]=[N:5]1.[CH3:15][S:16](Cl)(=[O:18])=[O:17]>C(Cl)Cl.C(N(CC)CC)C>[CH3:15][S:16]([O:1][CH2:2][CH2:3][N:4]1[C:8]([NH2:9])=[C:7]([C:10]([O:12][CH2:13][CH3:14])=[O:11])[CH:6]=[N:5]1)(=[O:18])=[O:17]. Procedure: To a solution of 1-(2-hydroxyethyl)-4-ethoxycarbonyl-5-aminopyrazole (200 g) in a mixture of methylene chloride (2 l) and triethylamine (210 ml) was added dropwise methanesulfonyl chloride (85.5 ml) under ice-cooling. The mixture was stirred for 1 hour at 3°-5° C. The reaction mixture was poured into ice-water (700 ml). The separated organic layer was washed with 1N hydrochloric acid and water, and dried over magnesium sulfate. The solvent was evaporated to give 1-(2-methylsulfonyloxyethyl)-4-et... Reactants: Clc1ccccc1, O, O=[N+]([O-])O. The product is O=[N+]([O-])c1ccccc1Cl. RXN SMILES: [Cl:1][c:2]1[cH:3][cH:4][cH:5][cH:6][cH:7]1.[OH2:12].[OH:8][N+:9]([O-:10])=[O:11]>>[Cl:1][c:2]1[c:3]([N+:9](=[O:8])[O-:10])[cH:4][cH:5][cH:6][cH:7]1. Starting materials: O=C([O-])O, CO, CC#N, O=C(O)C(F)(F)F, NN, [NH4+], CNC(=O)c1c(-c2ccc(F)cc2)oc2ccc(-c3cc(C(=O)NCC(C)C)ccc3OCCN3C(=O)c4ccccc4C3=O)cc12, O. The product is CNC(=O)c1c(-c2ccc(F)cc2)oc2ccc(-c3cc(C(=O)NCC(C)C)ccc3OCCN)cc12. RXN SMILES: [C:8](=[O:9])([OH:10])[O-:11].[CH3:62][OH:63].[CH3:65][C:66]#[N:67].[F:1][C:2]([F:3])([F:4])[C:5]([OH:6])=[O:7].[NH2:60][NH2:61].[NH4+:12].[O:13]=[C:14]1[N:15]([CH2:24][CH2:25][O:26][c:27]2[c:28](-[c:40]3[cH:41][cH:42][c:43]4[c:44]([c:45]([C:55](=[O:56])[NH:57][CH3:58])[c:46](-[c:48]5[cH:49][cH:50][c:51]([F:54])[cH:52][cH:53]5)[o:47]4)[cH:59]3)[cH:29][c:30]([C:33]([NH:34][CH2:35][CH:36]([CH3:37])[CH3:38])=[O:39])[cH:31][cH:32]2)[C:22](=[O:23])[c:17]2[c:16]1[cH:21][cH:20][cH:19][cH:18]2.[OH2:64]>>[NH2:15][CH2:24][CH2:25][O:26][c:27]1[c:28](-[c:40]2[cH:41][cH:42][c:43]3[c:44]([c:45]([C:55](=[O:56])[NH:57][CH3:58])[c:46](-[c:48]4[cH:49][cH:50][c:51]([F:54])[cH:52][cH:53]4)[o:47]3)[cH:59]2)[cH:29][c:30]([C:33]([NH:34][CH2:35][CH:36]([CH3:37])[CH3:38])=[O:39])[cH:31][cH:32]1. The reactants are C1CCOC1, N#Cc1ccc(-n2ccnc2)cc1. Yields the product NCc1ccc(-n2ccnc2)cc1. As a reaction SMILES: [CH2:14]1[O:15][CH2:16][CH2:17][CH2:18]1.[n:1]1(-[c:6]2[cH:7][cH:8][c:9]([C:10]#[N:11])[cH:12][cH:13]2)[cH:2][n:3][cH:4][cH:5]1>>[n:1]1(-[c:6]2[cH:7][cH:8][c:9]([CH2:10][NH2:11])[cH:12][cH:13]2)[cH:2][n:3][cH:4][cH:5]1. Starting materials: C1CCOC1, CCOC(=O)CCc1c[nH]c2c(-c3noc(-c4cnc(OC(C)C)c(Cl)c4)n3)ccc(F)c12, Cl, [Na+], [OH-], O. Yields the product CC(C)Oc1ncc(-c2nc(-c3ccc(F)c4c(CCC(=O)O)c[nH]c34)no2)cc1Cl. Reaction SMILES: [CH2:37]1[O:38][CH2:39][CH2:40][CH2:41]1.[Cl:3][c:4]1[cH:5][c:6](-[c:14]2[n:15][c:16](-[c:19]3[cH:20][cH:21][c:22]([F:35])[c:23]4[c:24]([CH2:28][CH2:29][C:30](=[O:31])[O:32][CH2:33][CH3:34])[cH:25][nH:26][c:27]34)[n:17][o:18]2)[cH:7][n:8][c:9]1[O:10][CH:11]([CH3:12])[CH3:13].[ClH:36].[Na+:2].[OH-:1].[OH2:42]>>[Cl:3][c:4]1[cH:5][c:6](-[c:14]2[n:15][c:16](-[c:19]3[cH:20][cH:21][c:22]([F:35])[c:23]4[c:24]([CH2:28][CH2:29][C:30](=[O:31])[OH:32])[cH:25][nH:26][c:27]34)[n:17][o:18]2)[cH:7][n:8][c:9]1[O:10][CH:11]([CH3:12])[CH3:13]. Reactants: BrCC1CCOCC1 (4-bromomethyltetrahydropyran), ice, COC(\C=C\C1=CC=C(C=C1)[C@H]1N(CCC1)CCC=1C(=NNC1C)C)=O ((E)-3-(4-{(S)-1-[2-(3,5-dimethyl-1H-pyrazol-4-yl)-ethyl]-pyrrolidin-2-yl}-phenyl)-acrylic acid methyl ester), [H-].[K+] (potassium hydride). Run in O1CCCC1.CS(=O)C (tetrahydrofuran dimethyl sulfoxide). Reaction conditions: time 16 hour. Product: COC(\C=C\C1=CC=C(C=C1)[C@H]1N(CCC1)CCC=1C(=NN(C1C)CC1CCOCC1)C)=O ((E)-3-[4-((S)-1-{2-[3,5-dimethyl-1-(tetrahydro-pyran-4-ylmethyl)-1H-pyrazol-4-yl]-ethyl}-pyrrolidin-2-yl)-phenyl]-acrylic acid methyl ester). Isolated yield 14.6%. RXN SMILES: [CH3:1][O:2][C:3](=[O:26])/[CH:4]=[CH:5]/[C:6]1[CH:11]=[CH:10][C:9]([C@@H:12]2[CH2:16][CH2:15][CH2:14][N:13]2[CH2:17][CH2:18][C:19]2[C:20]([CH3:25])=[N:21][NH:22][C:23]=2[CH3:24])=[CH:8][CH:7]=1.[H-].[K+].Br[CH2:30][CH:31]1[CH2:36][CH2:35][O:34][CH2:33][CH2:32]1>O1CCCC1.CS(C)=O>[CH3:1][O:2][C:3](=[O:26])/[CH:4]=[CH:5]/[C:6]1[CH:7]=[CH:8][C:9]([C@@H:12]2[CH2:16][CH2:15][CH2:14][N:13]2[CH2:17][CH2:18][C:19]2[C:20]([CH3:25])=[N:21][N:22]([CH2:30][CH:31]3[CH2:36][CH2:35][O:34][CH2:33][CH2:32]3)[C:23]=2[CH3:24])=[CH:10][CH:11]=1 |f:1.2,4.5|. Reported procedure: To an ice cold mixture of (E)-3-(4-{(S)-1-[2-(3,5-dimethyl-1H-pyrazol-4-yl)-ethyl]-pyrrolidin-2-yl}-phenyl)-acrylic acid methyl ester (0.85 g, 2.4 mmol) and potassium hydride (115 mg, 2.88 mmol) in 4.0 mL tetrahydrofuran:dimethyl sulfoxide (9:1 v/v) was added 4-bromomethyltetrahydropyran (945 mg, 5.28 mmol). The mixture was slowly warmed to room temperature and stirred under nitrogen for 16 h. It was then quenched with aqueous ammonium chloride and added with ethyl acetate. The layers were separ... Reactants: ClCCl.CO (dichloromethane methanol), ClCCl.CO (dichloromethane methanol), initial eluant, FC(C(=O)O)(F)F (Trifluoroacetic acid), ice, C(C)(C)(C)OC(=O)N(C1=NC(=C2N=CN(C2=N1)OC[C@H](COCC1=CC=CC=C1)OCP(=O)(OCC)OCC)OC)C(=O)OC(C)(C)C ((S)-2-[bis-(t-butoxycarbonyl)amino]-9-[3-benzyloxy-2-(diethoxyphosphorylmethoxy]propoxy]-6-methoxypurine). Reagents/catalysts: [Pd] (Pd-C). Run in ClCCl (dichloromethane). Conditions: time 2 hour. The product is NC1=NC(=C2N=CN(C2=N1)OC[C@H](CO)OCP(=O)(OCC)OCC)OC ((S)-2-amino-9-[2-(diethoxyphosphorylmethoxy)-3-hydroxypropoxy]-6-methoxypurine). The yield is 69.7%. RXN SMILES: FC(F)(F)C(O)=O.C(OC([N:15](C(OC(C)(C)C)=O)[C:16]1[N:24]=[C:23]2[C:19]([N:20]=[CH:21][N:22]2[O:25][CH2:26][C@@H:27]([O:37][CH2:38][P:39]([O:44][CH2:45][CH3:46])([O:41][CH2:42][CH3:43])=[O:40])[CH2:28][O:29]CC2C=CC=CC=2)=[C:18]([O:47][CH3:48])[N:17]=1)=O)(C)(C)C.ClCCl.CO>ClCCl.[Pd]>[NH2:15][C:16]1[N:24]=[C:23]2[C:19]([N:20]=[CH:21][N:22]2[O:25][CH2:26][C@@H:27]([O:37][CH2:38][P:39]([O:41][CH2:42][CH3:43])([O:44][CH2:45][CH3:46])=[O:40])[CH2:28][OH:29])=[C:18]([O:47][CH3:48])[N:17]=1 |f:2.3|. Procedure details: Trifluoroacetic acid (2 ml) was added to an ice cooled solution of (S)-2-[bis-(t-butoxycarbonyl)amino]-9-[3-benzyloxy-2-(diethoxyphosphorylmethoxy]propoxy]-6-methoxypurine (1.65 g, 2.3 mmol) in dry dichloromethane (30 ml) an the resulting solution left for 2 hours. After warming to ambient temperature, 10% Pd-C (800 mg) was added and the mixture hydrogenated at ambient temperature and pressure for 2 hours. The reaction mixture was filtered, the catalyst washed with dichloromethane (20 ml), the f... Reactants: N1C=NC=C1 (imidazole), [Si](C1=CC=CC=C1)(C1=CC=CC=C1)(C(C)(C)C)Cl (t-butyldiphenylsilyl chloride), COC1=CCC(=CC1)CCO (1-Methoxy-4-(2-hydroxyethyl)-cyclohexa-1,4-diene). The solvent is C(C)(=O)OCC (ethyl acetate), CCCCCC (hexane), CN(C=O)C (N,N-dimethylformamide). Run at time 2 day. Yields the product COC1=CCC(=CC1)CC([Si](C1=CC=CC=C1)(C1=CC=CC=C1)C(C)(C)C)O (1-Methoxy-4-[2-(t-butyldiphenylsilyl)hydroxyethyl]-cyclohexa-1,4-diene). Reaction SMILES: [CH3:1][O:2][C:3]1[CH2:8][CH:7]=[C:6]([CH2:9][CH2:10][OH:11])[CH2:5][CH:4]=1.N1C=CN=C1.[Si:17](Cl)([C:30]([CH3:33])([CH3:32])[CH3:31])([C:24]1[CH:29]=[CH:28][CH:27]=[CH:26][CH:25]=1)[C:18]1[CH:23]=[CH:22][CH:21]=[CH:20][CH:19]=1>CN(C)C=O.C(OCC)(=O)C.CCCCCC>[CH3:1][O:2][C:3]1[CH2:8][CH:7]=[C:6]([CH2:9][CH:10]([OH:11])[Si:17]([C:30]([CH3:33])([CH3:32])[CH3:31])([C:24]2[CH:25]=[CH:26][CH:27]=[CH:28][CH:29]=2)[C:18]2[CH:23]=[CH:22][CH:21]=[CH:20][CH:19]=2)[CH2:5][CH:4]=1. Reported procedure: The crude compound (1) was dissolved in N,N-dimethylformamide (150 mL) and treated at room temperature with imidazole (44.8 g, 658 mmol) and t-butyldiphenylsilyl chloride (85.6 mL, 329 mmol). The resulting solution was stirred at room temperature for 2 d (reaction was essentially complete after a few hours) after which time it was diluted with 10% ethyl acetate in hexane, washed 3× with water, dried over anhydrous MgSO4, filtered and evaporated to give crude 1-methoxy-4-[2-(t-butyldiphenylsilyl)... Starting materials: FC1=C(C(=O)Cl)C(=CC=C1)F (2,6-difluoro benzoylchloride), [Al+3].[Cl-].[Cl-].[Cl-] (AlCl3), ClC1=C(C=CC=C1Cl)OC (2,3-dichloroanisole), Cl (HCl). Run in ClCCCl (1,2-dichloroethane), ClCCCl (1,2-dichloroethane). Conditions: time 1 hour. Product: ClC1=C(C(=O)C2=C(C=CC=C2F)F)C=CC(=C1Cl)OC (2,3-dichloro-4-methoxy-2',6'-difluorobenzophenone). RXN SMILES: [F:1][C:2]1[CH:10]=[CH:9][CH:8]=[C:7]([F:11])[C:3]=1[C:4](Cl)=[O:5].[Al+3].[Cl-].[Cl-].[Cl-].[Cl:16][C:17]1[C:22]([Cl:23])=[CH:21][CH:20]=[CH:19][C:18]=1[O:24][CH3:25].Cl>ClCCCl>[Cl:23][C:22]1[C:17]([Cl:16])=[C:18]([O:24][CH3:25])[CH:19]=[CH:20][C:21]=1[C:4]([C:3]1[C:2]([F:1])=[CH:10][CH:9]=[CH:8][C:7]=1[F:11])=[O:5] |f:1.2.3.4|. Procedure details: To a solution of 24.6 g of 2,6-difluoro benzoylchloride in 100 ml of 1,2-dichloroethane, 18.5 g of AlCl3 is added in portions over a 30 minute period. A solution of 22.5 g of 2,3-dichloroanisole in 100 ml of 1,2-dichloroethane is added thereto. The mixture is stirred for one hour and poured over 100 ml concentrated HCl and ice. The organic layer is separated and the aqueous layer extracted with CHCl3. The organic extract is washed with water, dried (Na2SO4) and evaporated to give an oil which cr... Starting materials: ClC1=C(CN2C[C@@H]([C@H](C2)C2=CSC=C2)CN2CCC(CC2)COCCCN2C(C=3C(C2=O)=CC=CC3)=O)C=CC(=C1)Cl (1-(2,4-dichlorobenzyl)-3-(S)-(4-(3-phthalimidopropyloxymethyl)piperidinylmethyl)-4-(S)-(3-thienyl)pyrrolidine), NN (hydrazine), OS(=O)(=O)O (H2SO4). The solvent is C(C)O (ethanol). The product is ClC1=C(CN2C[C@@H]([C@H](C2)C2=CSC=C2)CN2CCC(CC2)COCCCN)C=CC(=C1)Cl (1-(2,4-Dichlorobenzyl)-3-(S)-(4-(3-aminopropyloxymethyl)piperidinylmethyl)-4-(S)-(3-thienyl)pyrrolidine). As a reaction SMILES: [Cl:1][C:2]1[CH:41]=[C:40]([Cl:42])[CH:39]=[CH:38][C:3]=1[CH2:4][N:5]1[CH2:9][C@H:8]([C:10]2[CH:14]=[CH:13][S:12][CH:11]=2)[C@@H:7]([CH2:15][N:16]2[CH2:21][CH2:20][CH:19]([CH2:22][O:23][CH2:24][CH2:25][CH2:26][N:27]3C(=O)C4=CC=CC=C4C3=O)[CH2:18][CH2:17]2)[CH2:6]1.NN.OS(O)(=O)=O>C(O)C>[Cl:1][C:2]1[CH:41]=[C:40]([Cl:42])[CH:39]=[CH:38][C:3]=1[CH2:4][N:5]1[CH2:9][C@H:8]([C:10]2[CH:14]=[CH:13][S:12][CH:11]=2)[C@@H:7]([CH2:15][N:16]2[CH2:21][CH2:20][CH:19]([CH2:22][O:23][CH2:24][CH2:25][CH2:26][NH2:27])[CH2:18][CH2:17]2)[CH2:6]1. Procedure: A solution of 0.2 g (0.32 mmol) of 1-(2,4-dichlorobenzyl)-3-(S)-(4-(3-phthalimidopropyloxymethyl)piperidinylmethyl)-4-(S)-(3-thienyl)pyrrolidine (Example 20) and 0.2 mL (6.4 mmol) of hydrazine in 2 mL of ethanol was heated at 60° C. for 5 h. To the reaction mixture was added 20 mL of 10% H2SO4 and the mixture was extracted three times with ethyl acetate. The aqueous layer was brought to pH=12 by addition of 15% NaOH and extracted with ethyl acetate. The combined organic layers were dried over Mg...